The task is: describe an organic reaction: reactants, conditions, products, and yield. This data is from the Open Reaction Database (ORD), a public repository of structured organic reaction records. The reactants are Cl, Nc1cccc([N+](=O)[O-])c1, O=S(=O)(Cl)c1ccccc1, c1ccncc1. Yields the product O=[N+]([O-])c1cccc(NS(=O)(=O)c2ccccc2)c1. Reaction SMILES: [ClH:21].[N+:11](=[O:12])([O-:13])[c:14]1[cH:15][c:16]([NH2:17])[cH:18][cH:19][cH:20]1.[c:1]1([S:7](=[O:8])(=[O:9])[Cl:10])[cH:2][cH:3][cH:4][cH:5][cH:6]1.[cH:22]1[cH:23][cH:24][n:25][cH:26][cH:27]1>>[c:1]1([S:7](=[O:8])(=[O:9])[NH:17][c:16]2[cH:15][c:14]([N+:11](=[O:12])[O-:13])[cH:20][cH:19][cH:18]2)[cH:2][cH:3][cH:4][cH:5][cH:6]1. Reactants: CN, CS(C)=O, Clc1nc(-n2cnc3ccccc32)c2nc[nH]c2n1. Product: CNc1nc(-n2cnc3ccccc32)c2nc[nH]c2n1. RXN SMILES: [CH3:20][NH2:21].[CH3:22][S:23]([CH3:24])=[O:25].[n:1]1(-[c:10]2[c:11]3[n:12][cH:13][nH:14][c:15]3[n:16][c:17]([Cl:19])[n:18]2)[cH:2][n:3][c:4]2[c:5]1[cH:6][cH:7][cH:8][cH:9]2>>[n:1]1(-[c:10]2[c:11]3[n:12][cH:13][nH:14][c:15]3[n:16][c:17]([NH:21][CH3:20])[n:18]2)[cH:2][n:3][c:4]2[c:5]1[cH:6][cH:7][cH:8][cH:9]2. The reactants are CC(=O)CC(=O)c1ccccc1, C1CCOC1, CC(C)[N-]C(C)C, CCCCCCI, [Li+]. Product: CCCCCCCC(=O)CC(=O)c1ccccc1. RXN SMILES: [C:1]([c:2]1[cH:3][cH:4][cH:5][cH:6][cH:7]1)(=[O:8])[CH2:9][C:10]([CH3:11])=[O:12].[CH2:28]1[O:29][CH2:30][CH2:31][CH2:32]1.[CH3:14][CH:15]([N-:16][CH:17]([CH3:18])[CH3:19])[CH3:20].[I:21][CH2:22][CH2:23][CH2:24][CH2:25][CH2:26][CH3:27].[Li+:13]>>[C:1]([c:2]1[cH:3][cH:4][cH:5][cH:6][cH:7]1)(=[O:8])[CH2:9][C:10]([CH2:11][CH2:22][CH2:23][CH2:24][CH2:25][CH2:26][CH3:27])=[O:12]. Reactants: carbonylchlorohydridotris(triphenylphosphine) ruthenium (II), RuHCl(CO)(PPh3), C(#C)C=1C=NC=CC1 (3-ethynyl-pyridine), CC1(OBOC1(C)C)C (4,4,5,5-tetramethyl-[1,3,2]dioxaborolane). Solvent: C1(=CC=CC=C1)C (toluene). Reaction conditions: temperature 50 celsius. Product: CC1(OB(OC1(C)C)C=CC=1C=NC=CC1)C (3-[2-(4,4,5,5-tetramethyl-[1,3,2]dioxaborolan-2-yl)-vinyl]-pyridine), 3c. Yield: 95.0%. RXN SMILES: [C:1]([C:3]1[CH:4]=[N:5][CH:6]=[CH:7][CH:8]=1)#[CH:2].[CH3:9][C:10]1([CH3:17])[C:14]([CH3:16])([CH3:15])[O:13][BH:12][O:11]1>C1(C)C=CC=CC=1>[CH3:9][C:10]1([CH3:17])[C:14]([CH3:16])([CH3:15])[O:13][B:12]([CH:2]=[CH:1][C:3]2[CH:4]=[N:5][CH:6]=[CH:7][CH:8]=2)[O:11]1. Procedure details: Commercially available 3-ethynyl-pyridine 3b (1.03 g, 10 mmol) and 4,4,5,5-tetramethyl-[1,3,2]dioxaborolane (7.26 mL, 50 mmole) in toluene (40 mL) were combined with carbonylchlorohydridotris(triphenylphosphine) ruthenium (II), RuHCl(CO)(PPh3) (476 mg, 0.50 mmol) at ambient temperature and the reaction mixture was heated at 50° C. in an oil-bath for 16 h. The toluene was evaporated and the crude compound was diluted with ethyl acetate and washed with saturated sodium bicarbonate solution, satura... The reactants are C1CCOC1, Cc1nc(C#Cc2ccnc(Cl)c2)cn1-c1ccc(F)cc1, CI. The product is Cc1nc(C#Cc2ccnc(Cl)c2)c(C)n1-c1ccc(F)cc1. As a reaction SMILES: [CH2:25]1[O:26][CH2:27][CH2:28][CH2:29]1.[Cl:1][c:2]1[n:3][cH:4][cH:5][c:6]([C:8]#[C:9][c:10]2[n:11][c:12]([CH3:22])[n:13](-[c:15]3[cH:16][cH:17][c:18]([F:21])[cH:19][cH:20]3)[cH:14]2)[cH:7]1.[I:23][CH3:24]>>[Cl:1][c:2]1[n:3][cH:4][cH:5][c:6]([C:8]#[C:9][c:10]2[n:11][c:12]([CH3:22])[n:13](-[c:15]3[cH:16][cH:17][c:18]([F:21])[cH:19][cH:20]3)[c:14]2[CH3:24])[cH:7]1. Starting materials: CC(=O)C=C (methylvinylketon), Cl (HCl), compound, O=C1CC2=C(OC3=C1C=CC=C3)C=CC=C2 (10-keto-10,11-dihydrodibenzo(b,f)-oxepine), [O-]CC.[Na+] (sodiumethoxide). The solvent is C(C)O (ethanol), C(C)O (ethanol). Product: O=C1CC2=C(C3=C(OC4=C2C=CC=C4)C=CC=C3)CC1 (2-keto-1,2,3,4-tetrahydro-tribenzo(b,d,f)-oxepine). RXN SMILES: O=[C:2]1[C:8]2[CH:9]=[CH:10][CH:11]=[CH:12][C:7]=2[O:6][C:5]2[CH:13]=[CH:14][CH:15]=[CH:16][C:4]=2[CH2:3]1.[O-]CC.[Na+].[CH3:21][C:22]([CH:24]=[CH2:25])=[O:23].Cl>C(O)C>[O:23]=[C:22]1[CH2:24][CH2:25][C:3]2[C:4]3[CH:16]=[CH:15][CH:14]=[CH:13][C:5]=3[O:6][C:7]3[CH:12]=[CH:11][CH:10]=[CH:9][C:8]=3[C:2]=2[CH2:21]1 |f:1.2|. Procedure: To a solution of 42 g of the compound 10-keto-10,11-dihydrodibenzo(b,f)-oxepine in 200 ml of dry ethanol a solution of sodiumethoxide (7 g of sodium in 500 ml of ethanol) is added dropwise. After stirring the mixture for 30 minutes 16.2 ml of methylvinylketon in 50 ml of ethanol are added, whereupon the solution is refluxed for 1 hour. The solution is cooled then and poured into 2 N HCl. After extracting into ether, washing the ether layer with water (till neutral) and drying the etherial phase,... The reactants are C(C)(=O)O (acetic acid), NCCC[Si](OC)(OC)OC (3-aminopropyltrimethoxysilane), C(CC)[Si](OC)(OC)OC (propyltrimethoxysilane), C(C1CO1)OCCC[Si](OC)(OC)OC (3-glycidoxypropyltrimethoxysilane), silanes, O (water), [I-].[Li+] (lithium iodide). Run in C(C)O (ethanol). Yields the product C(C=C)(=O)OC.C(C(=C)C)(=O)OC.C(C(=C)C)(=O)O (methyl acrylate methyl methacrylate methacrylic acid). Reaction SMILES: [C:1]([OH:4])(=[O:3])C.[CH2:5]([Si](OC)(OC)OC)[CH2:6][CH3:7].[CH2:15]([O:19][CH2:20]CC[Si](OC)(OC)OC)[CH:16]1O[CH2:17]1.N[CH2:31][CH2:32][CH2:33][Si](OC)(OC)OC.O.[I-].[Li+]>C(O)C>[C:15]([O:19][CH3:20])(=[O:3])[CH:16]=[CH2:17].[C:1]([O:4][CH3:31])(=[O:3])[C:6]([CH3:5])=[CH2:7].[C:1]([OH:4])(=[O:3])[C:32]([CH3:31])=[CH2:33] |f:5.6,8.9.10|. Procedure details: A sol-gel formulation was prepared as follows. Glacial acetic acid (108.0 grams, 1.80 mol) was added dropwise to a previously prepared, stirred mixture of propyltrimethoxysilane (489.6 grams, 2.97 mol) and 3-glycidoxypropyltrimethoxysilane (122.4 grams, 0.518 mol), followed by the dropwise addition of 3-aminopropyltrimethoxysilane (49.6 grams, 0.277 mol). The acidified silanes were then hydrolyzed by the dropwise addition of excess water (312.0 grams, 17.3 mol). The following day, the clear solu... The reactants are NC1=C(C(=O)C2=CC=CC=C2)C=CC=C1Cl (2-amino-3-chlorobenzophenone), Cl.NCC(=O)OCC (ethyl glycinate hydrochloride salt). Solvent: N1=CC=CC=C1 (pyridine). Product: ClC1=CC=CC=2C(=NCC(NC21)=O)C2=CC=CC=C2 (9-Chloro-2-oxo-5-phenyl-2,3-dihydro-1H-1,4-benzodiazepine). Yield: 65.3%. Reaction SMILES: [NH2:1][C:2]1[C:15]([Cl:16])=[CH:14][CH:13]=[CH:12][C:3]=1[C:4]([C:6]1[CH:11]=[CH:10][CH:9]=[CH:8][CH:7]=1)=O.Cl.[NH2:18][CH2:19][C:20](OCC)=[O:21]>N1C=CC=CC=1>[Cl:16][C:15]1[C:2]2[NH:1][C:20](=[O:21])[CH2:19][N:18]=[C:4]([C:6]3[CH:11]=[CH:10][CH:9]=[CH:8][CH:7]=3)[C:3]=2[CH:12]=[CH:13][CH:14]=1 |f:1.2|. Procedure details: A solution of 2-amino-3-chlorobenzophenone (0.730 g, 3.15 mmol) and ethyl glycinate hydrochloride salt (0.660 g, 4.72 mmol) in pyridine (15 mL) was refluxed using a Dean-Stark trap to remove water. After 30 h the reaction was cooled and concentrated. The residue was dissolve in methylene chloride and washed with saturated sodium bicarbonate. The crude product was purified by chromatography (silica gel, 0–30% ethyl acetate in hexane gradient elution) to give the title compound as a solid (0.557 g... Reactants: CCOCCO, Clc1nsnc1-c1cccnc1, [H-], [Na+], C1CCOC1, O. The product is CCOCCOc1nsnc1-c1cccnc1. As a reaction SMILES: [CH3:1][CH2:2][O:3][CH2:4][CH2:5][OH:6].[Cl:9][c:10]1[c:11](-[c:15]2[cH:16][n:17][cH:18][cH:19][cH:20]2)[n:12][s:13][n:14]1.[H-:7].[Na+:8].[O:22]1[CH2:23][CH2:24][CH2:25][CH2:26]1.[OH2:21]>>[CH3:1][CH2:2][O:3][CH2:4][CH2:5][O:6][c:10]1[c:11](-[c:15]2[cH:16][n:17][cH:18][cH:19][cH:20]2)[n:12][s:13][n:14]1. Reactants: Cl.BrC1=CC=C(C=C1)NN (4-Bromophenylhydrazine hydrochloride), C1(=CC=CC=C1)C(CCCN1CCCCC1)=O (1-phenyl-4-(1-piperidinyl)butan-1-one). Run in C(C)O (ethanol), ClCCl.CO.N (dichloromethane methanol ammonia). Conditions: temperature 25 celsius, time 4 hour. The product is BrC=1C=C2C(=C(NC2=CC1)C1=CC=CC=C1)CCN1CCCCC1 (5-Bromo-2-phenyl-3-[2-(piperidin-1-yl)ethyl]-1H-indole). The yield is 20.5%. As a reaction SMILES: Cl.[Br:2][C:3]1[CH:8]=[CH:7][C:6]([NH:9]N)=[CH:5][CH:4]=1.[C:11]1([C:17](=O)[CH2:18][CH2:19][CH2:20][N:21]2[CH2:26][CH2:25][CH2:24][CH2:23][CH2:22]2)[CH:16]=[CH:15][CH:14]=[CH:13][CH:12]=1>C(O)C.ClCCl.CO.N>[Br:2][C:3]1[CH:8]=[C:7]2[C:6](=[CH:5][CH:4]=1)[NH:9][C:17]([C:11]1[CH:16]=[CH:15][CH:14]=[CH:13][CH:12]=1)=[C:18]2[CH2:19][CH2:20][N:21]1[CH2:26][CH2:25][CH2:24][CH2:23][CH2:22]1 |f:0.1,4.5.6|. Procedure: 4-Bromophenylhydrazine hydrochloride (1.45 g, 6.5 mmol) and 1-phenyl-4-(1-piperidinyl)butan-1-one (1.50 g, 6.5 mmol) were dissolved in ethanol (10 ml) and stirred at 25° C. for 4 hours. The solid was filtered and washed with ethanol and ether. The white product was dissolved in trifluoroacetic acid (10 ml) and heated at 70° C. for 2 hours. The reaction mixture was basified with saturated potassium carbonate solution and extracted into ethyl acetate. The organic phase was washed with brine, dried...